Task: describe an organic reaction: reactants, conditions, products, and yield. Dataset: the Open Reaction Database (ORD), a public repository of structured organic reaction records The reactants are Cl, O=C(c1ccc(F)cc1)C1CCCNC1, Nc1ccc(F)cc1. Yields the product Fc1ccc(NC(c2ccc(F)cc2)C2CCCNC2)cc1. Reaction SMILES: [ClH:9].[F:10][c:11]1[cH:12][cH:13][c:14]([C:15](=[O:16])[CH:17]2[CH2:18][NH:19][CH2:20][CH2:21][CH2:22]2)[cH:23][cH:24]1.[NH2:1][c:2]1[cH:3][cH:4][c:5]([F:6])[cH:7][cH:8]1>>[NH:1]([c:2]1[cH:3][cH:4][c:5]([F:6])[cH:7][cH:8]1)[CH:15]([c:14]1[cH:13][cH:12][c:11]([F:10])[cH:24][cH:23]1)[CH:17]1[CH2:18][NH:19][CH2:20][CH2:21][CH2:22]1. Reactants: Nc1ccccc1Cl, CCOC(=O)Cl, Cl, c1ccncc1. The product is CCOC(=O)Nc1ccccc1Cl. Reaction SMILES: [Cl:1][c:2]1[c:3]([NH2:4])[cH:5][cH:6][cH:7][cH:8]1.[Cl:9][C:10](=[O:11])[O:12][CH2:13][CH3:14].[ClH:15].[cH:16]1[cH:17][cH:18][n:19][cH:20][cH:21]1>>[Cl:1][c:2]1[c:3]([NH:4][C:10](=[O:11])[O:12][CH2:13][CH3:14])[cH:5][cH:6][cH:7][cH:8]1. Reactants: CC1=C(C=C(C=C1)C=1OC(=NN1)C)C1=CC=C(C=C1)C(=O)NCC1=CC=C(C=C1)C (2′-methyl-N-(4-methylbenzyl)-5′-(5-methyl-1,3,4-oxadiazol-2-yl)-1,1′-biphenyl-4-carboxamide), IC (iodomethane). Yields the product CC1=C(C=C(C=C1)C=1OC(=NN1)C)C1=CC=C(C=C1)C(=O)N(CC1=CC=C(C=C1)C)C (2′-Methyl-N-methyl-N-(4-methylbenzyl)-5′-(5-methyl-1,3,4-oxadiazol-2-yl)-1,1′-biphenyl-4carboxamide). RXN SMILES: [CH3:1][C:2]1[CH:7]=[CH:6][C:5]([C:8]2[O:9][C:10]([CH3:13])=[N:11][N:12]=2)=[CH:4][C:3]=1[C:14]1[CH:19]=[CH:18][C:17]([C:20]([NH:22][CH2:23][C:24]2[CH:29]=[CH:28][C:27]([CH3:30])=[CH:26][CH:25]=2)=[O:21])=[CH:16][CH:15]=1.I[CH3:32]>>[CH3:1][C:2]1[CH:7]=[CH:6][C:5]([C:8]2[O:9][C:10]([CH3:13])=[N:11][N:12]=2)=[CH:4][C:3]=1[C:14]1[CH:19]=[CH:18][C:17]([C:20]([N:22]([CH3:32])[CH2:23][C:24]2[CH:25]=[CH:26][C:27]([CH3:30])=[CH:28][CH:29]=2)=[O:21])=[CH:16][CH:15]=1. Procedure details: 2′-Methyl-N-methyl-N-(4-methylbenzyl)-5′-(5-methyl-1,3,4-oxadiazol-2-yl)-1,1′-biphenyl-4carboxamide was prepared from 2′-methyl-N-(4-methylbenzyl)-5′-(5-methyl-1,3,4-oxadiazol-2-yl)-1,1′-biphenyl-4-carboxamide and iodomethane using method L. NMR; δH [2H6]—DMSO 7.88,(1H, d), 7.75,(1H, s), 7.55-7.47,(5H, m), 7.25-7.08,(4H, m), 4.65-4.49,(2H, m), 2.88,(3H, m), 2.55,(3H, s), 2.32,(6H, m). LCMS; retention time 3.60 min, MH+ 412. Reaction SMILES: [Cl-].[NH4+].[CH3:3][C:4]1[C:9]([N+:10]([O-])=O)=[CH:8][CH:7]=[C:6]([N:13]2[CH:17]=[N:16][CH:15]=[N:14]2)[N:5]=1>C(OCC)(=O)C.[Zn]>[CH3:3][C:4]1[C:9]([NH2:10])=[CH:8][CH:7]=[C:6]([N:13]2[CH:17]=[N:16][CH:15]=[N:14]2)[N:5]=1 |f:0.1|. Solvent: C(C)(=O)OCC (ethyl acetate). Reported procedure: A mixture of zinc (Aldrich, <10 micron; 798 mg, 12.2 mmol) in aqueous ammonium chloride (2 M; 6.1 mL, 12.2 mmol) was cooled to 0° C. using an ice-water bath, and stirred at this temperature for 15 min. A solution of 2-methyl-3-nitro-6-[1,2,4]triazol-1-yl-pyridine (500 mg, 2.44 mmol) in ethyl acetate (8 mL) was added and the mixture was stirred at 0° C. for 1 h and then at room temperature overnight. The mixture was then filtered through Celite™ to remove zinc dust, and the Celite™ was washed wit... Reaction conditions: temperature 0 celsius, time 15 minute. Reagents/catalysts: [Zn] (zinc). Isolated yield 75.3%. Starting materials: [Cl-].[NH4+] (ammonium chloride), CC1=NC(=CC=C1[N+](=O)[O-])N1N=CN=C1 (2-methyl-3-nitro-6-[1,2,4]triazol-1-yl-pyridine). Yields the product CC1=NC(=CC=C1N)N1N=CN=C1 (2-methyl-6-[1,2,4]triazol-1-yl-pyridin-3-ylamine).